Dataset: the Open Reaction Database (ORD), a public repository of structured organic reaction records. Task: describe an organic reaction: reactants, conditions, products, and yield Reactants: CC1(C(C1\C=C(\C(=O)OCCC)/Br)C(=O)O)C (2,2-dimethyl-3(Z)-[2-bromo-2-propoxycarbonyl-ethenyl]-cyclopropane-1-carboxylic acid), CC1(C(C1\C=C(\C(OCC)=O)/F)C(=O)[O-])C (2,2-dimethyl-3(Z) -[2-fluoro-3-oxo-3-ethoxy-propenyl]-cyclopropane-1-carboxylate). The product is CC1(C(C1\C=C(\C(=O)OCCC)/Br)C(=O)O)C (2,2-dimethyl-3(Z)-[2-bromo-2-propoxycarbonyl-ethenyl]-cyclopropane-1-carboxylic acid), CC1(C(C1\C=C(\C(O)=O)/F)C(=O)[O-])C (2,2-dimethyl-3(Z)-[2-fluoro-3-oxo-3-hydroxy-propenyl]-cyclopropane-1-carboxylate). RXN SMILES: [CH3:1][C:2]1([CH3:17])[CH:4](/[CH:5]=[C:6](\[Br:13])/[C:7]([O:9][CH2:10][CH2:11][CH3:12])=[O:8])[CH:3]1[C:14]([OH:16])=[O:15].[CH3:18][C:19]1([CH3:33])[CH:21](/[CH:22]=[C:23](\[F:29])/[C:24](=[O:28])[O:25]CC)[CH:20]1[C:30]([O-:32])=[O:31]>>[CH3:17][C:2]1([CH3:1])[CH:4](/[CH:5]=[C:6](\[Br:13])/[C:7]([O:9][CH2:10][CH2:11][CH3:12])=[O:8])[CH:3]1[C:14]([OH:16])=[O:15].[CH3:18][C:19]1([CH3:33])[CH:21](/[CH:22]=[C:23](\[F:29])/[C:24](=[O:25])[OH:28])[CH:20]1[C:30]([O-:32])=[O:31]. Reported procedure: Using the procedure of Step A of Example 14, (S)α-cyano-3-phenoxy-benzyl (1R, trans) 2,2-dimethyl-3(Z) -[2-fluoro-3-oxo-3-ethoxy-propenyl]-cyclopropane-1-carboxylate was reacted to obtain (S)α-cyano-3-phenoxy-benzyl (1R, trans) 2,2-dimethyl-3(Z)-[2-fluoro-3-oxo-3-hydroxy-propenyl]-cyclopropane-1-carboxylate which was reacted by the process of Step B of Example 14 to obtain (S)α-cyano-3-phenoxy-benzyl (1R, trans) 2,2-dimethyl-3(Z)-[2-fluoro-3-oxo-3-methoxypropenyl]-cyclopropane-1-carboxylate with... The reactants are COC(=O)C(Br)c1ccc(Oc2ccc(Cl)cc2)cc1, CC(C)(C)c1cccc(O)c1, CO. The product is COC(=O)C(Oc1cccc(C(C)(C)C)c1)c1ccc(Oc2ccc(Cl)cc2)cc1. As a reaction SMILES: [Br:1][CH:2]([C:3](=[O:4])[O:5][CH3:6])[c:7]1[cH:8][cH:9][c:10]([O:13][c:14]2[cH:15][cH:16][c:17]([Cl:20])[cH:18][cH:19]2)[cH:11][cH:12]1.[C:21]([CH3:22])([CH3:23])([CH3:24])[c:25]1[cH:26][c:27]([OH:31])[cH:28][cH:29][cH:30]1.[CH3:32][OH:33]>>[CH:2]([C:3](=[O:4])[O:5][CH3:6])([c:7]1[cH:8][cH:9][c:10]([O:13][c:14]2[cH:15][cH:16][c:17]([Cl:20])[cH:18][cH:19]2)[cH:11][cH:12]1)[O:31][c:27]1[cH:26][c:25]([C:21]([CH3:22])([CH3:23])[CH3:24])[cH:30][cH:29][cH:28]1.